This data is from the Open Reaction Database (ORD), a public repository of structured organic reaction records. The task is: describe an organic reaction: reactants, conditions, products, and yield Starting materials: C(C1=CC=CC=C1)Br (benzyl bromide), C1COCCOCCOCCOCCOCCO1 (18-crown-6), CC(C)([O-])C.[K+] (potassium tert-butoxide), ClC=1C=C2C=CNC2=CC1 (5-chloroindole). Run in CCOCC (ether), CCOCC (ether), O (Water). Reaction conditions: time 0.5 hour. Product: C(C1=CC=CC=C1)N1C=CC2=CC(=CC=C12)Cl (1-benzyl-5-chloroindole). Isolated yield 89.6%. Reaction SMILES: C1OCCOCCOCCOCCOCCOC1.CC(C)([O-])C.[K+].[Cl:25][C:26]1[CH:27]=[C:28]2[C:32](=[CH:33][CH:34]=1)[NH:31][CH:30]=[CH:29]2.[CH2:35](Br)[C:36]1[CH:41]=[CH:40][CH:39]=[CH:38][CH:37]=1>CCOCC.O>[CH2:35]([N:31]1[C:32]2[C:28](=[CH:27][C:26]([Cl:25])=[CH:34][CH:33]=2)[CH:29]=[CH:30]1)[C:36]1[CH:41]=[CH:40][CH:39]=[CH:38][CH:37]=1 |f:1.2|. Procedure details: To a solution of 0.8 g (3.03 mmoles) of 18-crown-6 in 100 mL of dry ether was added 4.39 g (39.12 mmoles) potassium tert-butoxide. The mixture was stirred while 5.08 g (33.51 mmoles) of 5-chloroindole was added. The stirring was continued for 0.5 hour. Most of the solid dissolved. Then 6.69 g (39.11 mmoles) of benzyl bromide in 40 mL of ether was added during 0.5 hours. The stirring was continued for 27 hours. Water (100 mL) was added. The layers were separated. The aqueous layer was extracted w... The reactants are CC(=O)c1ccc(B(O)O)cc1, COc1ccc2c(Cl)nc(Nc3cc[nH]n3)cc2c1. The product is COc1ccc2c(-c3ccc(C(C)=O)cc3)nc(Nc3cc[nH]n3)cc2c1. As a reaction SMILES: [C:20]([CH3:21])(=[O:22])[c:23]1[cH:24][cH:25][c:26]([B:29]([OH:30])[OH:31])[cH:27][cH:28]1.[Cl:1][c:2]1[n:3][c:4]([NH:14][c:15]2[n:16][nH:17][cH:18][cH:19]2)[cH:5][c:6]2[cH:7][c:8]([O:12][CH3:13])[cH:9][cH:10][c:11]12>>[c:2]1(-[c:26]2[cH:25][cH:24][c:23]([C:20]([CH3:21])=[O:22])[cH:28][cH:27]2)[n:3][c:4]([NH:14][c:15]2[n:16][nH:17][cH:18][cH:19]2)[cH:5][c:6]2[cH:7][c:8]([O:12][CH3:13])[cH:9][cH:10][c:11]12. The reactants are C(O)([O-])=O.[Na+] (sodium hydrogen carbonate), C(C)(C)(C)OC(=O)N1CCNCC1 (1-tert-butoxycarbonylpiperazine), ClC=1C=C2C=CC(=CC2=CC1)S(=O)(=O)Cl (6-chloronaphthalene-2-sulfonylchloride). Run in C(C)(=O)OCC (ethyl acetate). Reaction conditions: time 1 hour. Product: C(C)(C)(C)OC(=O)N1CCN(CC1)S(=O)(=O)C1=CC2=CC=C(C=C2C=C1)Cl (1-(tert-butoxycarbonyl)-4-(6-chloro-naphthalene-2-sulfonyl)piperazine). Yield: 91.7%. Reaction SMILES: C(=O)([O-])O.[Na+].[C:6]([O:10][C:11]([N:13]1[CH2:18][CH2:17][NH:16][CH2:15][CH2:14]1)=[O:12])([CH3:9])([CH3:8])[CH3:7].[Cl:19][C:20]1[CH:21]=[C:22]2[C:27](=[CH:28][CH:29]=1)[CH:26]=[C:25]([S:30](Cl)(=[O:32])=[O:31])[CH:24]=[CH:23]2>C(OCC)(=O)C>[C:6]([O:10][C:11]([N:13]1[CH2:18][CH2:17][N:16]([S:30]([C:25]2[CH:24]=[CH:23][C:22]3[C:27](=[CH:28][CH:29]=[C:20]([Cl:19])[CH:21]=3)[CH:26]=2)(=[O:31])=[O:32])[CH2:15][CH2:14]1)=[O:12])([CH3:9])([CH3:7])[CH3:8] |f:0.1|. Procedure details: To a mixture of aqueous sodium hydrogen carbonate (10 ml) solution, 1-tert-butoxycarbonylpiperazine (1.0 g) and ethyl acetate (10 ml), was added 6-chloronaphthalene-2-sulfonylchloride (1.4 g) and the mixture was stirred at room temperature for 1 hour and extracted with dichloromethane. The extract was washed with water, dried and concentrated. The residue was crystallized from diisopropylether to give colorless crystals of 1-(tert-butoxycarbonyl)-4-(6-chloro-naphthalene-2-sulfonyl)piperazine (2.... The reactants are COC([C@@H](N)CC1=CNC2=CC=CC=C12)=O (racemic tryptophan methyl ester), O1C=C(C=C1)C=O (3-furaldehyde). The product is O1C=C(C=C1)C1NC(CC2=C1NC1=CC=CC=C21)C(=O)OC (Methyl 1,2,3,4-tetrahydro-1-(3-furyl)-9H-pyrido[3,4-b]indole-3-carboxylate). RXN SMILES: [CH3:1][O:2][C:3](=[O:16])[C@H:4]([CH2:6][C:7]1[C:15]2[C:10](=[CH:11][CH:12]=[CH:13][CH:14]=2)[NH:9][CH:8]=1)[NH2:5].[O:17]1[CH:21]=[CH:20][C:19]([CH:22]=O)=[CH:18]1>>[O:17]1[CH:21]=[CH:20][C:19]([CH:22]2[C:8]3[NH:9][C:10]4[C:15]([C:7]=3[CH2:6][CH:4]([C:3]([O:2][CH3:1])=[O:16])[NH:5]2)=[CH:14][CH:13]=[CH:12][CH:11]=4)=[CH:18]1. Reported procedure: The same method but starting from racemic tryptophan methyl ester and 3-furaldehyde gave the title compound as a yellow solid m.p.:130° C. Starting materials: N([C@@H](CCCC)C(=O)NC1=CC=C([N+](=O)[O-])C=C1)C(=O)OC(C)(C)C (BocNle-pNA), Cl (HCl). The solvent is O1CCOCC1 (dioxane). Conditions: time 1 hour. The product is N[C@@H](CCCC)C(=O)NC1=CC=C([N+](=O)[O-])C=C1.Cl (Nle-pNA.HCl). As a reaction SMILES: [NH:1](C(OC(C)(C)C)=O)[C@H:2]([C:7]([NH:9][C:10]1[CH:18]=[CH:17][C:13]([N+:14]([O-:16])=[O:15])=[CH:12][CH:11]=1)=[O:8])[CH2:3][CH2:4][CH2:5][CH3:6].[ClH:26]>O1CCOCC1>[NH2:1][C@H:2]([C:7]([NH:9][C:10]1[CH:11]=[CH:12][C:13]([N+:14]([O-:16])=[O:15])=[CH:17][CH:18]=1)=[O:8])[CH2:3][CH2:4][CH2:5][CH3:6].[ClH:26] |f:3.4|. Procedure: BocNle-pNA (prepared in 1 (1); 2.96 g) was dissolved into a solution of 4N—HCl in dioxane (30 ml). After stirring the obtained solution for 1 hour at room temperature, dioxane was distilled off under reduced pressure and then by adding toluene (30 ml). The reaction mixture was crystallized in ether to give Nle-pNA.HCl (2.08 g).